From a dataset of the Open Reaction Database (ORD), a public repository of structured organic reaction records. describe an organic reaction: reactants, conditions, products, and yield Starting materials: O.C(CC(O)(C(=O)O)CC(=O)O)(=O)O (citric acid monohydrate), O.[OH-].[Li+] (lithium hydroxide monohydrate), C[C@@H]1CCN(C[C@@H]1N(C)C2=C3C=CNC3=NC=N2)C(=O)CC#N.Cl (tofacitinib hydrochloride). The solvent is O (water), O (Water). Reaction conditions: temperature 24 celsius, time 12 hour. Yields the product C[C@@H]1CCN(C[C@@H]1N(C)C2=C3C=CNC3=NC=N2)C(=O)CC#N.C(C(=O)O)C(CC(=O)O)(C(=O)O)O (tofacitinib citrate). Isolated yield 87.2%. As a reaction SMILES: [CH3:1][C@H:2]1[C@@H:7]([N:8]([C:10]2[N:18]=[CH:17][N:16]=[C:15]3[C:11]=2[CH:12]=[CH:13][NH:14]3)[CH3:9])[CH2:6][N:5]([C:19]([CH2:21][C:22]#[N:23])=[O:20])[CH2:4][CH2:3]1.Cl.O.[C:26]([OH:38])(=[O:37])[CH2:27][C:28]([CH2:33][C:34]([OH:36])=[O:35])([C:30]([OH:32])=[O:31])[OH:29].O.[OH-].[Li+]>O>[CH3:1][C@H:2]1[C@@H:7]([N:8]([C:10]2[N:18]=[CH:17][N:16]=[C:15]3[C:11]=2[CH:12]=[CH:13][NH:14]3)[CH3:9])[CH2:6][N:5]([C:19]([CH2:21][C:22]#[N:23])=[O:20])[CH2:4][CH2:3]1.[CH2:33]([C:28]([OH:29])([C:30]([OH:32])=[O:31])[CH2:27][C:26]([OH:38])=[O:37])[C:34]([OH:36])=[O:35] |f:0.1,2.3,4.5.6,8.9|. Procedure details: Water (0.5 mL) was added to amorphous tofacitinib hydrochloride (650 mg, 1.863 mmol). Complete dissolution was observed. A solution of citric acid monohydrate (590 mg, 2.795 mmol) and lithium hydroxide monohydrate (95 mg, 2.236 mmol) in water (10 mL) was added. A white suspension was formed in approximately 1 to 2 minutes. The suspension was stirred at 23 to 25° C. for 12 hours, filtered, washed with water (2×10 mL) and acetone (5 mL). The damp cake was dried under vacuum (5 torr) at 23 to 25° C...